Dataset: the Open Reaction Database (ORD), a public repository of structured organic reaction records. Task: describe an organic reaction: reactants, conditions, products, and yield Yields the product C=CCc1ccccc1OCC(O)CCl. The reactants are C=CCc1ccccc1O, ClCC1CO1, Oc1ccccc1, c1ccncc1. Reaction SMILES: [CH2:6]([CH:7]=[CH2:8])[c:9]1[c:10]([OH:15])[cH:11][cH:12][cH:13][cH:14]1.[Cl:1][CH2:2][CH:3]1[CH2:4][O:5]1.[OH:16][c:17]1[cH:18][cH:19][cH:20][cH:21][cH:22]1.[cH:23]1[cH:24][cH:25][n:26][cH:27][cH:28]1>>[Cl:1][CH2:2][CH:3]([CH2:4][O:15][c:10]1[c:9]([CH2:6][CH:7]=[CH2:8])[cH:14][cH:13][cH:12][cH:11]1)[OH:5]. Reactants: ClC1=NN2C(C=3C4CCC(C13)C4)=NN=C2C (6-chloro-7,8,9,10-tetrahydro-3-methyl-7,10-methano(1,2,4)triazolo[3,4-a]phthalazine), N1CCOCC1 (morpholine). Product: CC1=NN=C2N1N=C(C=1C3CCC(C21)C3)N3CCOCC3 (7,8,9,10-tetrahydro-3-methyl-6-(4-morpholinyl)-7,10-methano(1,2,4)triazolo[3,4-a]phthalazine). Yield: 80.6%. Reaction SMILES: Cl[C:2]1[C:11]2[CH:10]3[CH2:12][CH:7]([CH2:8][CH2:9]3)[C:6]=2[C:5]2=[N:13][N:14]=[C:15]([CH3:16])[N:4]2[N:3]=1.[NH:17]1[CH2:22][CH2:21][O:20][CH2:19][CH2:18]1>>[CH3:16][C:15]1[N:4]2[N:3]=[C:2]([N:17]3[CH2:22][CH2:21][O:20][CH2:19][CH2:18]3)[C:11]3[CH:10]4[CH2:12][CH:7]([C:6]=3[C:5]2=[N:13][N:14]=1)[CH2:8][CH2:9]4. Procedure details: The 6-chloro-7,8,9,10-tetrahydro-3-methyl-7,10-methano(1,2,4)triazolo[3,4-a]phthalazine (4.5 grams, 0.019 mol) was mixed with 25 milliliters of morpholine and the mixture heated at boiling under reflux for eight hours. The reaction mixture was concentrated and partitioned between methylene chloride and water. The organic layer was collected, dried over sodium sulfate and evaporated to dryness to yield 4.4 grams (80.6% yield) of 7,8,9,10-tetrahydro-3-methyl-6-(4-morpholinyl)-7,10-methano(1,2,4)tr... The reactants are [Br-], C#C[Mg+], CCOC(C)=O, CCCCCC, Cl, CC(C)(C)[Si](C)(C)OCCC=C(F)C=O, C1CCOC1. Product: C#CC(O)C(F)=CCCO[Si](C)(C)C(C)(C)C. Reaction SMILES: [Br-:16].[C:17](#[CH:18])[Mg+:19].[C:32]([O:33][CH2:34][CH3:35])(=[O:36])[CH3:37].[CH3:26][CH2:27][CH2:28][CH2:29][CH2:30][CH3:31].[ClH:20].[F:1][C:2]([CH:3]=[O:4])=[CH:5][CH2:6][CH2:7][O:8][Si:9]([CH3:10])([CH3:11])[C:12]([CH3:13])([CH3:14])[CH3:15].[O:21]1[CH2:22][CH2:23][CH2:24][CH2:25]1>>[F:1][C:2]([CH:3]([OH:4])[C:17]#[CH:18])=[CH:5][CH2:6][CH2:7][O:8][Si:9]([CH3:10])([CH3:11])[C:12]([CH3:13])([CH3:14])[CH3:15]. Yields the product Cc1nc(NC(CO)c2ccc(F)cc2)nc(Nc2cc(C3CC3)[nH]n2)c1N. As a reaction SMILES: [CH2:36]1[O:37][CH2:38][CH2:39][CH2:40]1.[CH3:34][OH:35].[CH:1]1([c:4]2[cH:5][c:6]([NH:9][c:10]3[n:11][c:12]([NH:20][CH:21]([CH2:22][OH:23])[c:24]4[cH:25][cH:26][c:27]([F:30])[cH:28][cH:29]4)[n:13][c:14]([CH3:19])[c:15]3[N+:16]([O-:17])=[O:18])[n:7][nH:8]2)[CH2:2][CH2:3]1.[Cl-:31].[NH4+:32].[Zn:33]>>[CH:1]1([c:4]2[cH:5][c:6]([NH:9][c:10]3[n:11][c:12]([NH:20][CH:21]([CH2:22][OH:23])[c:24]4[cH:25][cH:26][c:27]([F:30])[cH:28][cH:29]4)[n:13][c:14]([CH3:19])[c:15]3[NH2:16])[n:7][nH:8]2)[CH2:2][CH2:3]1. The reactants are C1CCOC1, CO, Cc1nc(NC(CO)c2ccc(F)cc2)nc(Nc2cc(C3CC3)[nH]n2)c1[N+](=O)[O-], [Cl-], [NH4+], [Zn]. Starting materials: CC(C)=O, CCOC(C)=O, [H][H], CC1(N2C(=O)c3cccc([N+](=O)[O-])c3C2=O)CCC(=O)NC1=O. The product is CC1(N2C(=O)c3cccc(N)c3C2=O)CCC(=O)NC1=O. As a reaction SMILES: [CH3:26][C:27](=[O:28])[CH3:29].[CH3:30][CH2:31][O:32][C:33](=[O:34])[CH3:35].[H:24][H:25].[N+:1]([O-:2])(=[O:3])[c:4]1[c:5]2[c:6]([cH:21][cH:22][cH:23]1)[C:7](=[O:8])[N:9]([C:12]1([CH3:20])[C:13](=[O:19])[NH:14][C:15](=[O:18])[CH2:16][CH2:17]1)[C:10]2=[O:11]>>[NH2:1][c:4]1[c:5]2[c:6]([cH:21][cH:22][cH:23]1)[C:7](=[O:8])[N:9]([C:12]1([CH3:20])[C:13](=[O:19])[NH:14][C:15](=[O:18])[CH2:16][CH2:17]1)[C:10]2=[O:11].